This data is from the Open Reaction Database (ORD), a public repository of structured organic reaction records. The task is: describe an organic reaction: reactants, conditions, products, and yield The reactants are BrC1=CC2=C(N=CN2)C=C1 (5-bromobenzimidazole), C[Si](C)(C)[N-][Si](C)(C)C.[Li+] (lithiumbis(trimethylsilyl)amide), C1CCOC1 (THF), C1(=CC=CC=C1)C(C)N (1-phenylethylamine), C1(CCCCC1)P(C1=C(C=CC=C1)C1=C(C=CC=C1)N(C)C)C1CCCCC1 (2-dicyclohexylphosphino-2′-(N,N-dimethylamino)biphenyl). The reagents and catalysts are C=1C=CC(=CC1)/C=C/C(=O)/C=C/C2=CC=CC=C2.C=1C=CC(=CC1)/C=C/C(=O)/C=C/C2=CC=CC=C2.C=1C=CC(=CC1)/C=C/C(=O)/C=C/C2=CC=CC=C2.[Pd].[Pd] (Pd2 dba3). The product is C1(=CC=CC=C1)C(C)NC1=CC2=C(N=CN2)C=C1 (N-(1-Phenylethyl)-3H-benzo[d]imidazol-5-amine). RXN SMILES: Br[C:2]1[CH:10]=[CH:9][C:5]2[N:6]=[CH:7][NH:8][C:4]=2[CH:3]=1.[C:11]1([CH:17]([NH2:19])[CH3:18])[CH:16]=[CH:15][CH:14]=[CH:13][CH:12]=1.C1(P(C2CCCCC2)C2C=CC=CC=2C2C=CC=CC=2N(C)C)CCCCC1.C[Si]([N-][Si](C)(C)C)(C)C.[Li+].C1COCC1>C1C=CC(/C=C/C(/C=C/C2C=CC=CC=2)=O)=CC=1.C1C=CC(/C=C/C(/C=C/C2C=CC=CC=2)=O)=CC=1.C1C=CC(/C=C/C(/C=C/C2C=CC=CC=2)=O)=CC=1.[Pd].[Pd]>[C:11]1([CH:17]([NH:19][C:2]2[CH:10]=[CH:9][C:5]3[N:6]=[CH:7][NH:8][C:4]=3[CH:3]=2)[CH3:18])[CH:16]=[CH:15][CH:14]=[CH:13][CH:12]=1 |f:3.4,6.7.8.9.10|. Procedure details: The compound was synthesized starting from 5-bromobenzimidazole (200 mg; 1 mmol; 1 eq.), 1-phenylethylamine (145 mg; 0.154 ml; 1.2 mmol; 1.2 eq.), 2-dicyclohexylphosphino-2′-(N,N-dimethylamino)biphenyl (9 mg; 0.024 mmol; 0.024 eq.; 2.4 mol %), Pd2 dba3 (9 mg; 0.01 mmol; 0.01 eq.; 1 mol %) and lithiumbis(trimethylsilyl)amide 1 M in THF (2.2 ml; 2.2 mmol; 2.2 eq.) according to method 1; Yield: 0.069 mg (29.1%); MS m/z: 238.1 [M+H]+; 1H-NMR (500 MHz, DMSO d6): δ 1.42 (d, 3H, 3J=7.0 Hz); 4.44 (quin,... Run in C(Cl)Cl.CCCCCC (methylene chloride hexane). The product is ClC(COC(=O)N[C@@H](CC1=CC=CC=C1)C(=O)O)(Cl)Cl (2,2,2-Trichloroethoxycarbonyl-L-phenylalanine). Procedure details: L-phenylalanine was reacted with 2,2,2-trichloroethyl chloroformate in a 2N sodium bicarbonate solution, and after the usual working-up there was obtained the desired acid as crystals, melting point 126° (from methylene chloride/hexane). The reactants are N[C@@H](CC1=CC=CC=C1)C(=O)O (L-phenylalanine), ClC(=O)OCC(Cl)(Cl)Cl (2,2,2-trichloroethyl chloroformate), C([O-])(O)=O.[Na+] (sodium bicarbonate). As a reaction SMILES: [NH2:1][C@H:2]([C:10]([OH:12])=[O:11])[CH2:3][C:4]1[CH:9]=[CH:8][CH:7]=[CH:6][CH:5]=1.Cl[C:14]([O:16][CH2:17][C:18]([Cl:21])([Cl:20])[Cl:19])=[O:15].C(=O)(O)[O-].[Na+]>C(Cl)Cl.CCCCCC>[Cl:19][C:18]([Cl:21])([Cl:20])[CH2:17][O:16][C:14]([NH:1][C@H:2]([C:10]([OH:12])=[O:11])[CH2:3][C:4]1[CH:9]=[CH:8][CH:7]=[CH:6][CH:5]=1)=[O:15] |f:2.3,4.5|. Reactants: Diaza(1,3)bicyclo[5.4.0]undecane, C(C)(=O)C=1C=C(NC1)C(=O)NC/C=C/C(=O)OCC (ethyl (2E)-4-{[(4-acetyl-1H-pyrrol-2-yl)carbonyl]amino}but-2-enoate). Run in C(C)#N (acetonitrile). Run at time 30 minute. Product: C(C)(=O)C=1C=C2N(C(CNC2=O)CC(=O)OCC)C1 (Ethyl (7-acetyl-1-oxo-1,2,3,4-tetrahydropyrrolo[1,2-a]pyrazin-4-yl)acetate). Yield: 69.9%. As a reaction SMILES: [C:1]([C:4]1[CH:5]=[C:6]([C:9]([NH:11][CH2:12]/[CH:13]=[CH:14]/[C:15]([O:17][CH2:18][CH3:19])=[O:16])=[O:10])[NH:7][CH:8]=1)(=[O:3])[CH3:2]>C(#N)C>[C:1]([C:4]1[CH:5]=[C:6]2[C:9](=[O:10])[NH:11][CH2:12][CH:13]([CH2:14][C:15]([O:17][CH2:18][CH3:19])=[O:16])[N:7]2[CH:8]=1)(=[O:3])[CH3:2]. Procedure details: Diaza(1,3)bicyclo[5.4.0]undecane (DBU) (0.04 mL, 0.3 mmol) was added to a solution of ethyl (2E)-4-{[(4-acetyl-1H-pyrrol-2-yl)carbonyl]amino}but-2-enoate (0.343 g, 1.3 mmol) in acetonitrile (8 mL) and the reaction mixture was stirred at room temperature for 30 min. The solvent was evaporated under vacuum and the residue purified by flash chromatography (SiO2, hexane-EtOAc 1:1) to obtain the title compound as an off-white solid (0.24 g, 70% yield). Reactants: [N+](#[C-])CC(=O)OCC (ethyl isocyanoacetate), COC(N(C)C)OC (N,N-dimethylformamide dimethyl acetal). Solvent: C(C)O (ethanol). The product is 4-carboalkoxythiazoles, C(C)OC(C(=CN(C)C)[N+]#[C-])=O (3-dimethylamino-2-isocyano-acrylic acid ethyl ester). As a reaction SMILES: [N+:1]([CH2:3][C:4]([O:6][CH2:7][CH3:8])=[O:5])#[C-:2].CO[CH:11](OC)[N:12]([CH3:14])[CH3:13]>C(O)C>[CH2:7]([O:6][C:4](=[O:5])[C:3]([N+:1]#[C-:2])=[CH:11][N:12]([CH3:14])[CH3:13])[CH3:8]. Procedure details: 4-carboalkoxythiazoles are prepared essentially according to the procedure of Schöllkopf, U., Porsch, P., Lau, H. Liebigs Ann. Chem. 1444 (1979). Thus, according to Method 55 and 56, reaction of ethyl isocyanoacetate with N,N-dimethylformamide dimethyl acetal in a suitable alcoholic solvent such as ethanol at room temperature gives the corresponding 3-dimethylamino-2-isocyano-acrylic acid ethyl ester. A solution of this compound in a suitable solvent such as tetrahydrofuran is treated with gaseo... Reactants: C(#N)[BH3-].[Na+] (sodium cyanoborohydride), [N+](=O)([O-])C1=C(C=C(C=C1)CC=O)C(F)(F)F ([4-nitro-3-(trifluoromethyl)phenyl]acetaldehyde), [N+](=O)([O-])C1=CC=C(C=C1)CCN1C(CNCC1)=O (1-[2-(4-nitrophenyl)ethyl]piperazin-2-one). The reagents and catalysts are CC([O-])C.[Ti+4].CC([O-])C.CC([O-])C.CC([O-])C (titanium(IV) isopropoxide). Solvent: C(C)O (ethanol). Conditions: time 15 minute. Yields the product [N+](=O)([O-])C1=CC=C(C=C1)CCN1C(CN(CC1)CCC1=CC(=C(C=C1)[N+](=O)[O-])C(F)(F)F)=O (1-[2-(4-nitrophenyl)ethyl]-4-{2-[4-nitro-3-(trifluoromethyl)phenyl]ethyl}piperazin-2-one). As a reaction SMILES: [N+:1]([C:4]1[CH:9]=[CH:8][C:7]([CH2:10][CH:11]=O)=[CH:6][C:5]=1[C:13]([F:16])([F:15])[F:14])([O-:3])=[O:2].[N+:17]([C:20]1[CH:25]=[CH:24][C:23]([CH2:26][CH2:27][N:28]2[CH2:33][CH2:32][NH:31][CH2:30][C:29]2=[O:34])=[CH:22][CH:21]=1)([O-:19])=[O:18].C([BH3-])#N.[Na+]>CC(C)[O-].[Ti+4].CC(C)[O-].CC(C)[O-].CC(C)[O-].C(O)C>[N+:17]([C:20]1[CH:25]=[CH:24][C:23]([CH2:26][CH2:27][N:28]2[CH2:33][CH2:32][N:31]([CH2:11][CH2:10][C:7]3[CH:8]=[CH:9][C:4]([N+:1]([O-:3])=[O:2])=[C:5]([C:13]([F:16])([F:15])[F:14])[CH:6]=3)[CH2:30][C:29]2=[O:34])=[CH:22][CH:21]=1)([O-:19])=[O:18] |f:2.3,4.5.6.7.8|. Reported procedure: A solution of 1-nitro-4-(prop-2-en-1-yl)-2-(trifluoromethyl)benzene in methanol and cooled to −78° C. Ozone was bubbled through the solution until it turned blue. Excess ozone was removed by bubbling nitrogen through the solution, followed by addition of triphenylphosphine (1.1 g, 4.3 mmol). The mixture was warmed up naturally. TLC showed formation of the desired product. The crude material was adsorbed onto silica gel, and purified by flash chromatography to afford the desired [4-nitro-3-(trifl... Reactants: C(C)(C)(C)[Li] (tert-butyllithium), C(C)[Mg]Br (Ethylmagnesium bromide), BrC=1C=C2C(=CC1)N(C(C21CCSCC1)=O)CC(=O)[O-].[Na+] (sodium (5-bromo-2-oxo-2′,3′,5′,6′-tetrahydrospiro[indole-3,4′-thiopyran]-1(2H)-yl)acetate), BrC=1C=C2C(=CC1)N(C(C21CCSCC1)=O)CC(=O)[O-].[Na+] (sodium (5-bromo-2-oxo-2′,3′,5′,6′-tetrahydrospiro[indole-3,4′-thiopyran]-1(2H)-yl)acetate). Solvent: C1CCOC1 (THF). Reaction conditions: time 1 hour. The product is O=C1N(C2=CC=CC=C2C12CCSCC2)CC(=O)O ((2-Oxo-2′,3′,5′,6′-tetrahydrospiro[indole-3,4′-thiopyran]-1(2H)-yl)acetic acid). Reaction SMILES: C([Mg]Br)C.Br[C:6]1[CH:7]=[C:8]2[C:14]3([CH2:19][CH2:18][S:17][CH2:16][CH2:15]3)[C:13](=[O:20])[N:12]([CH2:21][C:22]([O-:24])=[O:23])[C:9]2=[CH:10][CH:11]=1.[Na+].C([Li])(C)(C)C>C1COCC1>[O:20]=[C:13]1[C:14]2([CH2:15][CH2:16][S:17][CH2:18][CH2:19]2)[C:8]2[C:9](=[CH:10][CH:11]=[CH:6][CH:7]=2)[N:12]1[CH2:21][C:22]([OH:24])=[O:23] |f:1.2|. Procedure details: Ethylmagnesium bromide (3 M in Et2O, 0.272 mL, 0.817 mmol) was added to a solution of sodium (5-bromo-2-oxo-2′,3′,5′,6′-tetrahydrospiro[indole-3,4′-thiopyran]-1(2H)-yl)acetate (194 mg, 0.545 mmol, described in Intermediate 20) in THF (5 mL) at −78° C., followed by the addition of tert-butyllithium (1.7 M in pentane, 0.801 mL, 1.36 mmol). After 1 h, the reaction was quenched with H2O and partitioned between EtOAc (20 mL) and 10% HCl (20 mL). The layers were separated and the aqueous layer was fur... Starting materials: CC=1OC(=C(C1C(=O)OC)C)C (methyl 2,4,5-trimethylfuran-3-carboxylate), OC1CC(N(C(C1)(C)C)C)(C)C (4-hydroxy-1,2,2,6,6-pentamethylpiperidine). Product: CC=1OC(=C(C1C(=O)OC1CC(N(C(C1)(C)C)C)(C)C)C)C (1,2,2,6,6-pentamethylpiperidin-4-yl 2,4,5-trimethylfuran-3-carboxylate). Reaction SMILES: [CH3:1][C:2]1[O:3][C:4]([CH3:12])=[C:5]([CH3:11])[C:6]=1[C:7]([O:9][CH3:10])=[O:8].OC1[CH2:19][C:18]([CH3:21])([CH3:20])[N:17]([CH3:22])[C:16]([CH3:24])([CH3:23])[CH2:15]1>>[CH3:1][C:2]1[O:3][C:4]([CH3:12])=[C:5]([CH3:11])[C:6]=1[C:7]([O:9][CH:10]1[CH2:19][C:18]([CH3:21])([CH3:20])[N:17]([CH3:22])[C:16]([CH3:24])([CH3:23])[CH2:15]1)=[O:8]. Reported procedure: If methyl 2,4,5-trimethylfuran-3-carboxylate and 4-hydroxy-1,2,2,6,6-pentamethylpiperidine are reacted by the method given in Example 1, the product obtained is a virtually colorless oil of boiling point 138°-140° C./0.4 mm; this solidifies to a solid of melting point 55°-56° C. Starting materials: BrC=1C(=C(SC1)C(=O)OCC)C (ethyl 4-bromo-3-methyl-2-thiophenecarboxylate), [OH-].[Na+] (NaOH), Cl (HCl), O (water). Run in C1CCOC1.CO.O (THF MeOH H2O). Reaction conditions: time 8 hour. The product is BrC=1C(=C(SC1)C(=O)O)C (4-bromo-3-methyl-2-thiophenecarboxylic acid). The yield is 85.5%. Reaction SMILES: [Br:1][C:2]1[C:3]([CH3:12])=[C:4]([C:7]([O:9]CC)=[O:8])[S:5][CH:6]=1.[OH-].[Na+].Cl.O>C1COCC1.CO.O>[Br:1][C:2]1[C:3]([CH3:12])=[C:4]([C:7]([OH:9])=[O:8])[S:5][CH:6]=1 |f:1.2,5.6.7|. Procedure details: To a solution of ethyl 4-bromo-3-methyl-2-thiophenecarboxylate (5.0 g, 0.0201 mol) in THF/MeOH/H2O (4:1:1, v/v/v, 50 mL) was added NaOH (1.00 g, 0.0251 mol) and the resulting mixture was stirred at ambient temperature overnight. The mixture was acidified by adding 6 N HCl (100 mL) and water (100 mL). The resulting fine white precipitate was filtered off, washed with water and dried to give 3.80 g (86%) of 4-bromo-3-methyl-2-thiophenecarboxylic acid as a fine white solid, mp 188-189° C.